From a dataset of the Open Reaction Database (ORD), a public repository of structured organic reaction records. describe an organic reaction: reactants, conditions, products, and yield Starting materials: Cc1noc(C)c1Cn1cc(N)cn1, CC#N, CN(C)C=O, Cl, O=C(O)c1ccc2c(c1)OCO2, Oc1cccc2[nH]nnc12. Yields the product Cc1noc(C)c1Cn1cc(NC(=O)c2ccc3c(c2)OCO3)cn1. As a reaction SMILES: [CH3:2][c:3]1[n:4][o:5][c:6]([CH3:15])[c:7]1[CH2:8][n:9]1[n:10][cH:11][c:12]([NH2:14])[cH:13]1.[CH3:38][C:39]#[N:40].[CH3:41][N:42]([CH3:43])[CH:44]=[O:45].[ClH:1].[O:16]1[CH2:17][O:18][c:19]2[c:20]1[cH:21][cH:22][c:23]([C:25](=[O:26])[OH:27])[cH:24]2.[OH:28][c:29]1[c:30]2[n:31][n:32][nH:33][c:34]2[cH:35][cH:36][cH:37]1>>[CH3:2][c:3]1[n:4][o:5][c:6]([CH3:15])[c:7]1[CH2:8][n:9]1[n:10][cH:11][c:12]([NH:14][C:25]([c:23]2[cH:22][cH:21][c:20]3[c:19]([cH:24]2)[O:18][CH2:17][O:16]3)=[O:26])[cH:13]1. Reported procedure: A solution of 4-cyanobenzene-1-sulfonyl chloride (31 mg, 0.12 mmol) in 0.3 mL of DMF was added to a solution of 5-((R)-2-((1S,4S)-2,5-diazabicyclo[2.2.1]heptan-2-yl)-1-hydroxyethyl)-4-methylisobenzofuran-1(3H)-one hydrochloride (32 mg, 0.10 mmol) (INTERMEDIATE 14) in 0.2 mL of DMF and DIEA (87 uL, 0.50 mmol). The combined solution was shaken for sixteen hours and then diluted with 0.5 mL DMSO. The resulting solution was purified by HPLC to afford 4-((1S,4S)-5-((R)-2-hydroxy-2-(4-methyl-1-oxo-1,3... The product is O[C@@H](CN1[C@@H]2CN([C@H](C1)C2)S(=O)(=O)C2=CC=C(C#N)C=C2)C=2C(=C1COC(C1=CC2)=O)C (4-((1S,4S)-5-((R)-2-hydroxy-2-(4-methyl-1-oxo-1,3-dihydroisobenzofuran-5-yl)ethyl)-2,5-diazabicyclo[2.2.1]heptan-2-ylsulfonyl)benzonitrile). Solvent: CS(=O)C (DMSO), CN(C)C=O (DMF), CN(C)C=O (DMF). Reaction SMILES: [C:1]([C:3]1[CH:8]=[CH:7][C:6]([S:9](Cl)(=[O:11])=[O:10])=[CH:5][CH:4]=1)#[N:2].Cl.[C@H:14]12[CH2:20][C@H:17]([NH:18][CH2:19]1)[CH2:16][N:15]2[CH2:21][C@@H:22]([C:24]1[C:25]([CH3:34])=[C:26]2[C:30](=[CH:31][CH:32]=1)[C:29](=[O:33])[O:28][CH2:27]2)[OH:23].CCN(C(C)C)C(C)C>CN(C=O)C.CS(C)=O>[OH:23][C@H:22]([C:24]1[C:25]([CH3:34])=[C:26]2[C:30](=[CH:31][CH:32]=1)[C:29](=[O:33])[O:28][CH2:27]2)[CH2:21][N:15]1[CH2:16][C@@H:17]2[CH2:20][C@H:14]1[CH2:19][N:18]2[S:9]([C:6]1[CH:7]=[CH:8][C:3]([C:1]#[N:2])=[CH:4][CH:5]=1)(=[O:11])=[O:10] |f:1.2|. Reactants: C(#N)C1=CC=C(C=C1)S(=O)(=O)Cl (4-cyanobenzene-1-sulfonyl chloride), Cl.[C@@H]12N(C[C@@H](NC1)C2)C[C@H](O)C=2C(=C1COC(C1=CC2)=O)C (5-((R)-2-((1S,4S)-2,5-diazabicyclo[2.2.1]heptan-2-yl)-1-hydroxyethyl)-4-methylisobenzofuran-1(3H)-one hydrochloride), Cl.[C@@H]12N(C[C@@H](NC1)C2)C[C@H](O)C=2C(=C1COC(C1=CC2)=O)C (5-((R)-2-((1S,4S)-2,5-diazabicyclo[2.2.1]heptan-2-yl)-1-hydroxyethyl)-4-methylisobenzofuran-1(3H)-one hydrochloride), CCN(C(C)C)C(C)C (DIEA). Starting materials: C(#N)C1=NC=CC2=CC=CC=C12 (1-cyano-isoquinoline), Grignard reagent, ClC1=CC=C(C=C1)Br (4-chloro-bromobenzene), [Mg] (magnesium), [Cl-].[NH4+] (ammonium chloride), S(O)(O)(=O)=O (sulfuric acid). Run in CCOCC (ether). Run at time 2 hour. The product is ClC1=CC=C(C(=O)C2=NC=CC3=CC=CC=C23)C=C1 (1-(4-chlorobenzoyl)-isoquinoline). The yield is 76.6%. Reaction SMILES: [C:1]([C:3]1[C:12]2[C:7](=[CH:8][CH:9]=[CH:10][CH:11]=2)[CH:6]=[CH:5][N:4]=1)#N.[Cl:13][C:14]1[CH:19]=[CH:18][C:17](Br)=[CH:16][CH:15]=1.[Mg].[Cl-].[NH4+].S(=O)(=O)(O)[OH:25]>CCOCC>[Cl:13][C:14]1[CH:19]=[CH:18][C:17]([C:1]([C:3]2[C:12]3[C:7](=[CH:8][CH:9]=[CH:10][CH:11]=3)[CH:6]=[CH:5][N:4]=2)=[O:25])=[CH:16][CH:15]=1 |f:3.4|. Reported procedure: To a solution of 3.1 g (20 millimoles) of 1-cyano-isoquinoline in anhydrous ether a Grignard reagent prepared from 5.75 g (30 millimoles) of 4-chloro-bromobenzene and 0.735 g (30 millimoles) of magnesium metal is added. The reaction mixture is allowed to stand for a night, thereafter the complex is decomposed with ammonium chloride solution, acidified with a 20% sulfuric acid and allowed to stand for 2 hours. After neutralization the ether phase is separated and the solvent is distilled off. 4.1... The reactants are BrC1=CC(=NC(=C1)C)C (4-bromo-2,6-dimethyl-pyridine), BrC1=CC(=C(C=C1)O)F (4-bromo-2-fluoro-phenol), C([O-])([O-])=O.[K+].[K+] (potassium carbonate). Run in xylenes, CCOC(=O)C (EtOAc). Reaction conditions: temperature 150 celsius. Product: BrC1=CC(=C(OC2=CC(=NC(=C2)C)C)C=C1)F (4-(4-Bromo-2-fluoro-phenoxy)-2,6-dimethyl-pyridine). RXN SMILES: Br[C:2]1[CH:7]=[C:6]([CH3:8])[N:5]=[C:4]([CH3:9])[CH:3]=1.[Br:10][C:11]1[CH:16]=[CH:15][C:14]([OH:17])=[C:13]([F:18])[CH:12]=1.C(=O)([O-])[O-].[K+].[K+]>CCOC(C)=O>[Br:10][C:11]1[CH:16]=[CH:15][C:14]([O:17][C:2]2[CH:7]=[C:6]([CH3:8])[N:5]=[C:4]([CH3:9])[CH:3]=2)=[C:13]([F:18])[CH:12]=1 |f:2.3.4|. Procedure: A mixture of 4-bromo-2,6-dimethyl-pyridine (1 g, 5.4 mmol), 4-bromo-2-fluoro-phenol (0.59 g, 5.4 mmol) and potassium carbonate (0.89 g, 6.4 mmol) in xylenes (2 ml) was heated at 150° C. (oil bath temperature) into a sealed tube for 48 hours. After cooling to room temperature the mixture was diluted with EtOAc and filtered through a diatomaceous earth pad. The filtrate was evaporated till dryness and the crude product thus obtained was purified by column chromatography (silica gel; DCM to DCM/EtO... Reactants: C1CCOC1, COC(=O)C(C)(C)NC(=O)c1ccc2ccccc2c1OC(C)COc1ccccc1, CO, [Na+], [OH-]. Product: CC(COc1ccccc1)Oc1c(C(=O)NC(C)(C)C(=O)O)ccc2ccccc12. As a reaction SMILES: [CH2:32]1[O:33][CH2:34][CH2:35][CH2:36]1.[CH3:1][O:2][C:3]([C:4]([CH3:5])([NH:6][C:7](=[O:8])[c:9]1[c:10]([O:19][CH:20]([CH2:21][O:22][c:23]2[cH:24][cH:25][cH:26][cH:27][cH:28]2)[CH3:29])[c:11]2[cH:12][cH:13][cH:14][cH:15][c:16]2[cH:17][cH:18]1)[CH3:30])=[O:31].[CH3:39][OH:40].[Na+:38].[OH-:37]>>[O:2]=[C:3]([C:4]([CH3:5])([NH:6][C:7](=[O:8])[c:9]1[c:10]([O:19][CH:20]([CH2:21][O:22][c:23]2[cH:24][cH:25][cH:26][cH:27][cH:28]2)[CH3:29])[c:11]2[cH:12][cH:13][cH:14][cH:15][c:16]2[cH:17][cH:18]1)[CH3:30])[OH:31].